describe an organic reaction: reactants, conditions, products, and yield From a dataset of the Open Reaction Database (ORD), a public repository of structured organic reaction records. Reactants: NC1=CC=C(C#N)C=C1 (4-aminobenzonitrile), [N+](=O)([O-])C1=C(C=O)C=CC=C1 (2-nitrobenzaldehyde). The solvent is C(C)O (ethanol). The product is [N+](=O)([O-])C1=C(C=NC2=CC=C(C#N)C=C2)C=CC=C1 (4-(2-nitrobenzylideneamino)benzonitrile). The yield is 78.9%. Reaction SMILES: [NH2:1][C:2]1[CH:9]=[CH:8][C:5]([C:6]#[N:7])=[CH:4][CH:3]=1.[N+:10]([C:13]1[CH:20]=[CH:19][CH:18]=[CH:17][C:14]=1[CH:15]=O)([O-:12])=[O:11]>C(O)C>[N+:10]([C:13]1[CH:20]=[CH:19][CH:18]=[CH:17][C:14]=1[CH:15]=[N:1][C:2]1[CH:9]=[CH:8][C:5]([C:6]#[N:7])=[CH:4][CH:3]=1)([O-:12])=[O:11]. Reported procedure: The mixture of 4-aminobenzonitrile (20 g, 0.17 mol) and 2-nitrobenzaldehyde (28.2 g, 0.17 mol) in anhydrous ethanol was heated to reflux for 3 h. The reaction mixture was cooled to room temperature. The solvent was removed under reduced pressure. The residue was washed with diethyl ether to give 4-(2-nitrobenzylideneamino)benzonitrile as yellow solid (33.7 g, yield 79.3%) LC/MS m/e obsd. (ESI+) [(M+H)+] 252.10. Starting materials: CN(C1=C(C(=O)OC)C=CC(=C1)CO)C (methyl 2-(dimethylamino)-4-(hydroxymethyl)benzoate), [Br-].[Br-].[Br-].C(C1=CC=CC=C1)[N+](C)(C)C.C(C1=CC=CC=C1)[N+](C)(C)C.C(C1=CC=CC=C1)[N+](C)(C)C (benzyltrimethylammonium tribromide), C([O-])([O-])=O.[Ca+2] (calcium carbonate). Solvent: C(Cl)Cl (methylene chloride), CO (methanol). Product: BrC=1C(=CC(=C(C(=O)OC)C1)N(C)C)CO (Methyl 5-bromo-2-(dimethylamino)-4-(hydroxymethyl)benzoate). Isolated yield 83.5%. As a reaction SMILES: [CH3:1][N:2]([CH3:15])[C:3]1[CH:12]=[C:11]([CH2:13][OH:14])[CH:10]=[CH:9][C:4]=1[C:5]([O:7][CH3:8])=[O:6].C(=O)([O-])[O-].[Ca+2].[Br-:21].[Br-].[Br-].C([N+](C)(C)C)C1C=CC=CC=1.C([N+](C)(C)C)C1C=CC=CC=1.C([N+](C)(C)C)C1C=CC=CC=1>C(Cl)Cl.CO>[Br:21][C:10]1[C:11]([CH2:13][OH:14])=[CH:12][C:3]([N:2]([CH3:1])[CH3:15])=[C:4]([CH:9]=1)[C:5]([O:7][CH3:8])=[O:6] |f:1.2,3.4.5.6.7.8|. Reported procedure: After dissolving methyl 2-(dimethylamino)-4-(hydroxymethyl)benzoate (1.023 g, 4.9 mmol) in a methylene chloride (15 ml) and methanol (6 ml) mixed solvent, calcium carbonate (2 g) was added, the mixture was stirred, and then benzyltrimethylammonium tribromide (2.100 g, 5.4 mmol) was gradually added and the mixture was stirred at room temperature for 50 minutes. The reaction mixture was filtered and the solvent was distilled off under reduced pressure. Water was added to the residue, extraction wa... Reactants: Cl.C(C)NCC (diethylamine hydrochloride), S(=O)(=O)(Cl)Cl (sulfuryl chloride). Product: C(C)N(S(=O)(=O)Cl)CC (diethylsulfamoyl chloride). RXN SMILES: Cl.[CH2:2]([NH:4][CH2:5][CH3:6])[CH3:3].[S:7](Cl)([Cl:10])(=[O:9])=[O:8]>>[CH2:2]([N:4]([CH2:5][CH3:6])[S:7]([Cl:10])(=[O:9])=[O:8])[CH3:3] |f:0.1|. Procedure details: A solution of diethylamine hydrochloride (1 g) in sulfuryl chloride (10 ml) was heated at 50° C. for 4 hours. The solution was allowed to cool to ambient temperature and sulfuryl cloride was evaporated in vacuo. To the residue were added ethyl acetate and water. The organic layer was washed with brine, dried over anhydrous magnesium sulfate and concentrated in vacuo to give diethylsulfamoyl chloride (720 mg) as a colorless oil. The reactants are [NH4+].[Cl-] (NH4Cl), BrCC(=O)OC (methyl bromoacetate), ice, suspension, [H-].[Na+] (NaH), OCC#CC=1C=C(C=CC1)C#CCO (3-[3-(3-hydroxyprop-1-ynyl)phenyl]prop-2-yn-1-ol). Run in C1CCOC1 (THF). Conditions: temperature 70 celsius, time 2 hour. The product is C(=O)(O)COCC#CC=1C=C(C=CC1)C#CCOCC(=O)OC (Methyl {3-[3-(3-carboxymethoxyprop-1-ynyl)phenyl]prop-2-ynyloxy}acetate). The yield is 100.3%. RXN SMILES: [H-].[Na+].[OH:3][CH2:4][C:5]#[C:6][C:7]1[CH:8]=[C:9]([C:13]#[C:14][CH2:15][OH:16])[CH:10]=[CH:11][CH:12]=1.Br[CH2:18][C:19]([O:21][CH3:22])=[O:20].[NH4+].[Cl-]>C1COCC1>[C:19]([CH2:18][O:3][CH2:4][C:5]#[C:6][C:7]1[CH:8]=[C:9]([C:13]#[C:14][CH2:15][O:16][CH2:18][C:19]([O:21][CH3:22])=[O:20])[CH:10]=[CH:11][CH:12]=1)([OH:21])=[O:20] |f:0.1,4.5|. Procedure details: A 60% suspension of NaH (2.1 g, 53.7 mmol) is added to a solution of 3-[3-(3-hydroxyprop-1-ynyl)phenyl]prop-2-yn-1-ol (A5, 0.5 g, 2.68 mmol) in absolute THF (20 ml), and the mixture is stirred at 70° C. for 2 h. After cooling to RT, methyl bromoacetate (5.2 ml, 53.7 mmol) is added dropwise to the reaction solution, and the mixture is stirred at RT overnight. For work-up, the reaction solution is poured into an ice-cooled semisaturated aqueous NH4Cl solution (25 ml) and extracted (2×) with ethyl ... Starting materials: BrC=1C=C(C(=C(C=O)C1)O)F (5-Bromo-3-fluoro-2-hydroxy-benzaldehyde), C(=O)([O-])[O-].[Cs+].[Cs+] (Cs2CO3), IC (iodomethane). Solvent: CN(C)C=O (DMF), CCOC(=O)C (EtOAc). Reaction conditions: temperature 70 celsius. Product: BrC=1C=C(C(=C(C=O)C1)OC)F (5-Bromo-3-fluoro-2-methoxy-benzaldehyde). Isolated yield 94.0%. As a reaction SMILES: [Br:1][C:2]1[CH:3]=[C:4]([F:11])[C:5]([OH:10])=[C:6]([CH:9]=1)[CH:7]=[O:8].[C:12]([O-])([O-])=O.[Cs+].[Cs+].IC>CN(C=O)C.CCOC(C)=O>[Br:1][C:2]1[CH:3]=[C:4]([F:11])[C:5]([O:10][CH3:12])=[C:6]([CH:9]=1)[CH:7]=[O:8] |f:1.2.3|. Procedure: To a solution of 5-Bromo-3-fluoro-2-hydroxy-benzaldehyde (2.0 g, 9.13 mmol), in DMF (10 mL) was added Cs2CO3 (3.56 g, 10.95 mmol) and iodomethane (2.59 g, 18.26 mmol) and heated at 70° C. for 6 h. Reaction mixture was diluted with EtOAc (25 mL) and filtered, filtrate was washed with water, brine and dried over Na2SO4. Solvent was removed under reduced pressure and silicagel column chromatography (EtOAc:Hex, 1:3) gave pure 5-Bromo-3-fluoro-2-methoxy-benzaldehyde (2.0 g). Reactants: N(CCO)CCO (diethanolamine), C(C)(=O)C1=CC=C(C(=O)OC(C)(C)C)C=C1 (tert-butyl 4-acetylbenzoate), O1CCCC1 (tetrahydrofuran), B([C@@H]1C[C@@H]2C[C@H]([C@H]1C)C2(C)C)([C@@H]3C[C@@H]4C[C@H]([C@H]3C)C4(C)C)Cl ((−)-B-chlorodiisopinocampheylborane). The solvent is CCCCCC (hexane). Reaction conditions: time 1.5 hour. The product is O[C@@H](C)C1=CC=C(C(=O)OC(C)(C)C)C=C1 (tert-butyl 4-[(1S)-1-hydroxyethyl]benzoate). The yield is 103.3%. RXN SMILES: [C:1]([C:4]1[CH:16]=[CH:15][C:7]([C:8]([O:10][C:11]([CH3:14])([CH3:13])[CH3:12])=[O:9])=[CH:6][CH:5]=1)(=[O:3])[CH3:2].O1CCCC1.B(Cl)([C@H]1[C@H](C)[C@@H]2C(C)(C)[C@@H](C2)C1)[C@H]1[C@H](C)[C@@H]2C(C)(C)[C@@H](C2)C1.N(CCO)CCO>CCCCCC>[OH:3][C@H:1]([C:4]1[CH:16]=[CH:15][C:7]([C:8]([O:10][C:11]([CH3:13])([CH3:12])[CH3:14])=[O:9])=[CH:6][CH:5]=1)[CH3:2]. Reported procedure: To tert-butyl 4-acetylbenzoate (3.33 g) in a tetrahydrofuran (23 ml) solution, (−)-B-chlorodiisopinocampheylborane in a 65% hexane solution (11.2 ml) was added dropwise under ice cooling, then the mixture was stirred at that temperature for 1.5 hours. The reaction solution was concentrated, and the residue was diluted by diethyl ether. To the thus solution obtained, diethanolamine (4.3 ml) was added under ice cooling, and the mixture was stirred at room temperature for 2 hours. The precipitates ... Reaction conditions: time 16 hour. RXN SMILES: C([O-])(=O)C.[Na+].C([O:9][C:10]1[C:15]([C:16]([CH3:19])([CH3:18])[CH3:17])=[CH:14][C:13]([CH:20]([NH:22][OH:23])[CH3:21])=[CH:12][C:11]=1[C:24]([CH3:27])([CH3:26])[CH3:25])(=O)C.[C:28](Cl)(=[O:32])[CH:29]([CH3:31])[CH3:30]>O.O1CCOCC1>[CH3:25][C:24]([C:11]1[CH:12]=[C:13]([CH:20]([N:22]([OH:23])[C:28](=[O:32])[CH:29]([CH3:31])[CH3:30])[CH3:21])[CH:14]=[C:15]([C:16]([CH3:17])([CH3:18])[CH3:19])[C:10]=1[OH:9])([CH3:27])[CH3:26] |f:0.1|. Solvent: O (H2O), O1CCOCC1 (dioxane). Procedure details: A solution of 0.82 g (0.01 mole) of sodium acetate in H2O (7 mL) is added to a solution of 1.07 g (0.0033 mole) of 2,6-bis(1,1-dimethylethyl)-4-[ 1-(hydroxyamino)ethyl]phenol acetate (Example 2) in dioxane (35 mL). Isobutyryl chloride (0.488 g, 0.00458 mole) is added dropwise and the reaction mixture is stirred at room temperature for 16 hours. The reaction mixture is concentrated to half volume, diluted with H2O, and extracted with Et2O. The Et2O extracts are washed with saturated NaHCO3, brine... The product is CC(C)(C)C=1C=C(C=C(C1O)C(C)(C)C)C(C)N(C(C(C)C)=O)O (N-[1-[3,5-Bis(1,1-dimethylethyl)-4-hydroxyphenyl]-ethyl]-N-hydroxy-2-methylpropanamide). Reactants: C(C(C)C)(=O)Cl (Isobutyryl chloride), C(C)(=O)[O-].[Na+] (sodium acetate), C(C)(=O)OC1=C(C=C(C=C1C(C)(C)C)C(C)NO)C(C)(C)C (2,6-Bis(1,1-dimethylethyl)-4-[1-(hydroxyamino)ethyl]-phenol acetate).